This data is from the Open Reaction Database (ORD), a public repository of structured organic reaction records. The task is: describe an organic reaction: reactants, conditions, products, and yield Procedure: Compound 403 was prepared according to the procedure described in Scheme IV from 4,4′-diaminobenzophenone and 1-methyl-1H-benzotriazole-5-carboxylate. [M+H]+ calcd for C29H22N8O3: 531.06; found: 531.05. The product is C(=O)(C1=CC=C(C=C1)NC(=O)C1=CC2=C(N(N=N2)C)C=C1)C1=CC=C(C=C1)NC(=O)C1=CC2=C(N(N=N2)C)C=C1 (N,N′-(carbonylbis(4,1-phenylene))bis(1-methyl-1H-benzo[d][1,2,3]triazole-5-carboxamide)). Reactants: NC1=CC=C(C(=O)C2=CC=C(C=C2)N)C=C1 (4,4′-diaminobenzophenone), CN1N=NC2=C1C=CC(=C2)C(=O)[O-] (1-methyl-1H-benzotriazole-5-carboxylate). Reaction SMILES: [NH2:1][C:2]1[CH:16]=[CH:15][C:5]([C:6]([C:8]2[CH:13]=[CH:12][C:11]([NH2:14])=[CH:10][CH:9]=2)=[O:7])=[CH:4][CH:3]=1.[CH3:17][N:18]1[C:22]2[CH:23]=[CH:24][C:25]([C:27]([O-:29])=O)=[CH:26][C:21]=2[N:20]=[N:19]1>>[C:6]([C:8]1[CH:13]=[CH:12][C:11]([NH:14][C:27]([C:25]2[CH:24]=[CH:23][C:22]3[N:18]([CH3:17])[N:19]=[N:20][C:21]=3[CH:26]=2)=[O:29])=[CH:10][CH:9]=1)([C:5]1[CH:15]=[CH:16][C:2]([NH:1][C:27]([C:25]2[CH:24]=[CH:23][C:22]3[N:18]([CH3:17])[N:19]=[N:20][C:21]=3[CH:26]=2)=[O:29])=[CH:3][CH:4]=1)=[O:7]. Reactants: [Cl-].[Ca+2].[Cl-] (Calcium chloride), [BH4-].[Na+] (sodium borohydride), C(C)(C)(C)OC(=O)NC[C@H](N(CC(C)C)C(=O)C=1C(=NC(=NC1)C(C)(C)C)NCC=1OC=CC1)C(=O)OC (methyl 3-[(tert-butoxycarbonyl)amino]-N-({2-tert-butyl-4-[(furan-2-ylmethyl)amino]pyrimidin-5-yl}carbonyl)-N-(2-methylpropyl)-L-alaninate). Solvent: C(C)O (ethanol), C1CCOC1 (THF), C(CC(O)(C(=O)O)CC(=O)O)(=O)O (citric acid). Conditions: temperature 0 celsius, time 15 minute. Yields the product C(C)(C)(C)C1=NC=C(C(=N1)NCC=1OC=CC1)C(=O)N([C@@H](CNC(OC(C)(C)C)=O)CO)CC(C)C (tert-butyl {(2S)-2-[({2-tert-butyl-4-[(furan-2-ylmethyl)amino]pyrimidin-5-yl}carbonyl)(2-methylpropyl)amino]-3-hydroxypropyl}carbamate). Yield: 65.3%. RXN SMILES: [Cl-].[Ca+2].[Cl-].[BH4-].[Na+].[C:6]([O:10][C:11]([NH:13][CH2:14][C@@H:15]([C:40](OC)=[O:41])[N:16]([C:21]([C:23]1[C:24]([NH:33][CH2:34][C:35]2[O:36][CH:37]=[CH:38][CH:39]=2)=[N:25][C:26]([C:29]([CH3:32])([CH3:31])[CH3:30])=[N:27][CH:28]=1)=[O:22])[CH2:17][CH:18]([CH3:20])[CH3:19])=[O:12])([CH3:9])([CH3:8])[CH3:7]>C(O)C.C1COCC1.C(O)(=O)CC(CC(O)=O)(C(O)=O)O>[C:29]([C:26]1[N:25]=[C:24]([NH:33][CH2:34][C:35]2[O:36][CH:37]=[CH:38][CH:39]=2)[C:23]([C:21]([N:16]([CH2:17][CH:18]([CH3:20])[CH3:19])[C@H:15]([CH2:40][OH:41])[CH2:14][NH:13][C:11](=[O:12])[O:10][C:6]([CH3:7])([CH3:8])[CH3:9])=[O:22])=[CH:28][N:27]=1)([CH3:30])([CH3:31])[CH3:32] |f:0.1.2,3.4|. Procedure details: Calcium chloride (420 mg) was suspended in ethanol (5 ml), and sodium borohydride (286 mg) was added at 0° C. The mixture was stirred at 0° C. for 15 min, and a solution of methyl 3-[(tert-butoxycarbonyl)amino]-N-({2-tert-butyl-4-[(furan-2-ylmethyl)amino]pyrimidin-5-yl}carbonyl)-N-(2-methylpropyl)-L-alaninate (105 mg) in THF (5 ml) was added dropwise. The mixture was stirred at room temperature for 1.5 hr, the reaction mixture was diluted with 10% aqueous citric acid solution, and the mixture wa...